From a dataset of the Open Reaction Database (ORD), a public repository of structured organic reaction records. describe an organic reaction: reactants, conditions, products, and yield Reactants: CCOC(=O)CC1OB(O)c2cc(OC3CCCCO3)cc(OC)c21, C1CCOC1. The product is CCOC(=O)CC1OB(O)c2cc(O)cc(OC)c21. As a reaction SMILES: [CH2:1]([CH3:2])[O:3][C:4]([CH2:5][CH:6]1[c:7]2[c:8]([cH:12][c:13]([O:18][CH:19]3[CH2:20][CH2:21][CH2:22][CH2:23][O:24]3)[cH:14][c:15]2[O:16][CH3:17])[B:9]([OH:11])[O:10]1)=[O:25].[CH2:26]1[O:27][CH2:28][CH2:29][CH2:30]1>>[CH2:1]([CH3:2])[O:3][C:4]([CH2:5][CH:6]1[c:7]2[c:8]([cH:12][c:13]([OH:18])[cH:14][c:15]2[O:16][CH3:17])[B:9]([OH:11])[O:10]1)=[O:25]. The reactants are ClC=1C(=C(C=CC1)C1C(C(NC1)CC(C)(C)C)(C#N)C1=C(C=C(C=C1)Cl)F)F (rac-(2S,3R,4S)-4-(3-chloro-2-fluoro-phenyl)-3-(4-chloro-2-fluoro-phenyl)-2-(2,2-dimethyl-propyl)-pyrrolidine-3-carbonitrile), BrCC(=O)OC(C)(C)C (tert-butyl bromoacetate), C(=O)([O-])[O-].[Cs+].[Cs+] (Cs2CO3), O (Water). Solvent: CN(C=O)C (N,N-dimethylformamide). Conditions: time 66 hour. Product: C(C)(C)(C)OC(CN1[C@H]([C@]([C@H](C1)C1=C(C(=CC=C1)Cl)F)(C#N)C1=C(C=C(C=C1)Cl)F)CC(C)(C)C)=O (rac-[(2S,3R,4S)-4-(3-chloro-2-fluoro-phenyl)-3-(4-chloro-2-fluoro-phenyl)-3-cyano-2-(2,2-dimethyl-propyl)-pyrrolidin-1-yl]-acetic acid tert-butyl ester). Isolated yield 66.2%. RXN SMILES: [Cl:1][C:2]1[C:3]([F:28])=[C:4]([CH:8]2[CH2:12][NH:11][CH:10]([CH2:13][C:14]([CH3:17])([CH3:16])[CH3:15])[C:9]2([C:20]2[CH:25]=[CH:24][C:23]([Cl:26])=[CH:22][C:21]=2[F:27])[C:18]#[N:19])[CH:5]=[CH:6][CH:7]=1.Br[CH2:30][C:31]([O:33][C:34]([CH3:37])([CH3:36])[CH3:35])=[O:32].C([O-])([O-])=O.[Cs+].[Cs+].O>CN(C)C=O>[C:34]([O:33][C:31](=[O:32])[CH2:30][N:11]1[CH2:12][C@H:8]([C:4]2[CH:5]=[CH:6][CH:7]=[C:2]([Cl:1])[C:3]=2[F:28])[C@:9]([C:20]2[CH:25]=[CH:24][C:23]([Cl:26])=[CH:22][C:21]=2[F:27])([C:18]#[N:19])[C@@H:10]1[CH2:13][C:14]([CH3:17])([CH3:16])[CH3:15])([CH3:37])([CH3:36])[CH3:35] |f:2.3.4|. Procedure: To a solution of rac-(2S,3R,4S)-4-(3-chloro-2-fluoro-phenyl)-3-(4-chloro-2-fluoro-phenyl)-2-(2,2-dimethyl-propyl)-pyrrolidine-3-carbonitrile (2.5 g, 5.9 mmol) in N,N-dimethylformamide (50 mL) was added tert-butyl bromoacetate (2.5 g, 12.8 mmol) and Cs2CO3 (5 g, 15.4 mmol). The reaction mixture was stirred at room temperature for 66 h. Water was added. The mixture was extracted with ethyl acetate. The organic layer was separated, and aqueous layer was extracted with ethyl acetate. The organic lay...